The task is: describe an organic reaction: reactants, conditions, products, and yield. This data is from the Open Reaction Database (ORD), a public repository of structured organic reaction records. RXN SMILES: [CH2:1]([c:2]1[cH:3][cH:4][cH:5][cH:6][cH:7]1)[O:8][C:9](=[O:10])[CH:11]1[N:12]([C:16]([CH:17]([c:18]2[cH:19][cH:20][cH:21][cH:22][cH:23]2)[NH:24][C:25](=[O:26])[O:27][C:28]([CH3:29])([CH3:30])[CH3:31])=[O:32])[CH2:13][CH2:14][CH2:15]1.[CH3:33][CH2:34][OH:35]>>[O:8]=[C:9]([OH:10])[CH:11]1[N:12]([C:16]([CH:17]([c:18]2[cH:19][cH:20][cH:21][cH:22][cH:23]2)[NH:24][C:25](=[O:26])[O:27][C:28]([CH3:29])([CH3:30])[CH3:31])=[O:32])[CH2:13][CH2:14][CH2:15]1. The reactants are CC(C)(C)OC(=O)NC(C(=O)N1CCCC1C(=O)OCc1ccccc1)c1ccccc1, CCO. The product is CC(C)(C)OC(=O)NC(C(=O)N1CCCC1C(=O)O)c1ccccc1. Starting materials: NC1=NC2=CC(=C(C=C2C(=C1)OC)OC)OC (2-amino-4,6,7-trimethoxyquinoline), C([O-])([O-])=O.[K+].[K+] (potassium carbonate), BrCC(C(=O)OCC)=O (ethyl bromopyruvate). Solvent: CN(C=O)C (N,N-dimethylformamide). Reaction conditions: time 1.75 hour. Product: COC1=CC=2N(C3=CC(=C(C=C13)OC)OC)C=C(N2)C(=O)OCC (Ethyl 5,7,8-Trimethoxyimidazo[1,2-a]quinoline-2-carboxylate). RXN SMILES: [NH2:1][C:2]1[CH:11]=[C:10]([O:12][CH3:13])[C:9]2[C:4](=[CH:5][C:6]([O:16][CH3:17])=[C:7]([O:14][CH3:15])[CH:8]=2)[N:3]=1.C(=O)([O-])[O-].[K+].[K+].Br[CH2:25][C:26](=O)[C:27]([O:29][CH2:30][CH3:31])=[O:28]>CN(C)C=O>[CH3:13][O:12][C:10]1[C:9]2[C:4](=[CH:5][C:6]([O:16][CH3:17])=[C:7]([O:14][CH3:15])[CH:8]=2)[N:3]2[CH:25]=[C:26]([C:27]([O:29][CH2:30][CH3:31])=[O:28])[N:1]=[C:2]2[CH:11]=1 |f:1.2.3|. Reported procedure: To 50 ml. of N,N-dimethylformamide was added 5.2 g. (0.022 mole) of 2-amino-4,6,7-trimethoxyquinoline, and 3.38 g. (0.0244 mole) potassium carbonate. To the resulting slurry was added dropwise over 15 minutes 4.76 g. (0.0244 mole) ethyl bromopyruvate. The reaction mixture was stirred at room temperature 1.75 hours, during which the mixture became orange and a solid precipitated. Upon pouring onto 400 ml. of cold water a solid material formed which was filtered, dried, then dissolved in the minim... The reactants are C(CO)(=O)O (glycolic acid), NCP(O)(O)=O (aminomethylphosphonic acid), flavin mononucleotide, [OH-].[Na+] (NaOH), C(CO)(=O)[O-] (glycolate). Run in solution. Run at temperature -80 celsius, time 11 hour. The product is C(C=O)(=O)O (glyoxylic acid), C(C(=O)O)(=O)O (oxalic acid). Reaction SMILES: [C:1]([OH:5])(=[O:4])[CH2:2][OH:3].NCP(=O)(O)[OH:9].[OH-].[Na+].[C:14]([O-:18])(=[O:17])[CH2:15][OH:16]>>[C:1]([OH:5])(=[O:4])[CH:2]=[O:3].[C:15]([OH:9])(=[O:16])[C:14]([OH:18])=[O:17] |f:2.3|. Procedure: A 300-mL EZE-Seal stirred autoclave reactor (Autoclave Engineers) was charged with 100 mL of a solution containing glycolic acid (0.500M), aminomethylphosphonic acid (0.375M), flavin mononucleotide (0.01 mM), and no added HPLC internal standard (pH 8.3, adjusted with 50% NaOH), and the solution cooled to 5° C. Frozen (-80° C.) Aspergillus nidulans FT17SYCSL/OL (26 g, 124 IU glycolate oxidase and 57,800 IU catalase) were allowed to thaw at 5° C., then washed with 4×100 mL of KH2PO4 (50 mM, pH 7.0... Yields the product ON=CC(C=NO)=NNc1c(Cl)cc(C(F)(F)F)cc1Cl. Reactants: CCO, NNc1c(Cl)cc(C(F)(F)F)cc1Cl, O=C(C=NO)C=NO. Reaction SMILES: [CH3:23][CH2:24][OH:25].[Cl:1][c:2]1[c:3]([NH:13][NH2:14])[c:4]([Cl:12])[cH:5][c:6]([C:8]([F:9])([F:10])[F:11])[cH:7]1.[O:15]=[C:16]([CH:17]=[N:18][OH:19])[CH:20]=[N:21][OH:22]>>[Cl:1][c:2]1[c:3]([NH:13][N:14]=[C:16]([CH:17]=[N:18][OH:19])[CH:20]=[N:21][OH:22])[c:4]([Cl:12])[cH:5][c:6]([C:8]([F:9])([F:10])[F:11])[cH:7]1. Reactants: CCc1nc2c(C)cc(C)nc2n1Cc1ccc([N+](=O)[O-])cc1, CO. Product: CCc1nc2c(C)cc(C)nc2n1Cc1ccc(N)cc1. RXN SMILES: [CH3:1][c:2]1[cH:3][c:4]([CH3:23])[c:5]2[c:6]([n:7]1)[n:8]([CH2:13][c:14]1[cH:15][cH:16][c:17]([N+:20]([O-:21])=[O:22])[cH:18][cH:19]1)[c:9]([CH2:11][CH3:12])[n:10]2.[CH3:24][OH:25]>>[CH3:1][c:2]1[cH:3][c:4]([CH3:23])[c:5]2[c:6]([n:7]1)[n:8]([CH2:13][c:14]1[cH:15][cH:16][c:17]([NH2:20])[cH:18][cH:19]1)[c:9]([CH2:11][CH3:12])[n:10]2.